Dataset: the Open Reaction Database (ORD), a public repository of structured organic reaction records. Task: describe an organic reaction: reactants, conditions, products, and yield The reactants are C=C[Si](OC(C)C)(OC(C)C)OC(C)C, CC(C)O[SiH](OC(C)C)OC(C)C, Cc1ccccc1C. Product: CC(C)O[Si](C=C[Si](OC(C)C)(OC(C)C)OC(C)C)(OC(C)C)OC(C)C. Reaction SMILES: [CH:14](=[CH2:15])[Si:16]([O:17][CH:18]([CH3:19])[CH3:20])([O:21][CH:22]([CH3:23])[CH3:24])[O:25][CH:26]([CH3:27])[CH3:28].[CH:1]([CH3:2])([CH3:3])[O:4][SiH:5]([O:6][CH:7]([CH3:8])[CH3:9])[O:10][CH:11]([CH3:12])[CH3:13].[c:29]1([CH3:30])[c:31]([CH3:32])[cH:33][cH:34][cH:35][cH:36]1>>[CH:1]([CH3:2])([CH3:3])[O:4][Si:5]([O:6][CH:7]([CH3:8])[CH3:9])([O:10][CH:11]([CH3:12])[CH3:13])[CH:15]=[CH:14][Si:16]([O:17][CH:18]([CH3:19])[CH3:20])([O:21][CH:22]([CH3:23])[CH3:24])[O:25][CH:26]([CH3:27])[CH3:28]. RXN SMILES: [Cl:1][C:2]1[CH:3]=[C:4]([C:12]2[O:16][N:15]=[C:14]([C:17]3[CH:18]=[CH:19][CH:20]=[C:21]4[C:25]=3[NH:24][CH:23]=[C:22]4[CH2:26][CH2:27][CH2:28][C:29]([O:31][CH2:32][CH3:33])=[O:30])[N:13]=2)[CH:5]=[CH:6][C:7]=1[O:8][CH:9]([CH3:11])[CH3:10].[C:34](=O)(OC)OC.C1N2CCN(CC2)C1>CN(C)C=O>[Cl:1][C:2]1[CH:3]=[C:4]([C:12]2[O:16][N:15]=[C:14]([C:17]3[CH:18]=[CH:19][CH:20]=[C:21]4[C:25]=3[N:24]([CH3:34])[CH:23]=[C:22]4[CH2:26][CH2:27][CH2:28][C:29]([O:31][CH2:32][CH3:33])=[O:30])[N:13]=2)[CH:5]=[CH:6][C:7]=1[O:8][CH:9]([CH3:10])[CH3:11]. The product is crude product, ClC=1C=C(C=CC1OC(C)C)C1=NC(=NO1)C=1C=CC=C2C(=CN(C12)C)CCCC(=O)OCC (ethyl 4-[7-(5-{3-chloro-4-[(1-methylethyl)oxy]phenyl}-1,2,4-oxadiazol-3-yl)-1-methyl-1H-indol-3-yl]butanoate). Reported procedure: To a solution of ethyl 4-[7-(5-{3-chloro-4-[(1-methylethyl)oxy]phenyl}-1,2,4-oxadiazol-3-yl)-1H-indol-3-yl]butanoate (D53) (150 mg) and dimethyl carbonate (5.0 mL) in N,N-dimethylformamide (DMF) (0.5 mL) was added DABCO (18 mg). The reaction vessel was sealed and heated in Biotage Initiator using initial normal to 150° C. for 1.5 h. After cooling the reaction, the mixture was concentrated to afford the crude product ethyl 4-[7-(5-{3-chloro-4-[(1-methylethyl)oxy]phenyl}-1,2,4-oxadiazol-3-yl)-1-me... The reactants are ClC=1C=C(C=CC1OC(C)C)C1=NC(=NO1)C=1C=CC=C2C(=CNC12)CCCC(=O)OCC (ethyl 4-[7-(5-{3-chloro-4-[(1-methylethyl)oxy]phenyl}-1,2,4-oxadiazol-3-yl)-1H-indol-3-yl]butanoate), C(OC)(OC)=O (dimethyl carbonate), C1CN2CCN1CC2 (DABCO). Run in CN(C=O)C (N,N-dimethylformamide). Starting materials: CN1C=C(C=CC1=O)C(CC(C1=C(C=CC=C1)C)C1=CC=C(C(=O)NCC(=O)O)C=C1)=O ({4-[3-(1-methyl-6-oxo-1,6-dihydro-pyridin-3-yl)-3-oxo-1-o-tolyl-propyl]-benzoylamino}-acetic acid), Cl.NO (hydroxylamine hydrochloride), C(=O)(O)[O-].[Na+] (NaHCO3). Yields the product O\N=C(/CC(C1=C(C=CC=C1)C)C1=CC=C(C(=O)NCC(=O)O)C=C1)\C1=CN(C(C=C1)=O)C ({4-[3-[(E)-Hydroxyimino]-3-(1-methyl-6-oxo-1,6-dihydro-pyridin-3-yl)-1-o-tolyl-propyl]-benzoylamino}-acetic acid). Reaction SMILES: [CH3:1][N:2]1[C:7](=[O:8])[CH:6]=[CH:5][C:4]([C:9](=O)[CH2:10][CH:11]([C:19]2[CH:31]=[CH:30][C:22]([C:23]([NH:25][CH2:26][C:27]([OH:29])=[O:28])=[O:24])=[CH:21][CH:20]=2)[C:12]2[CH:17]=[CH:16][CH:15]=[CH:14][C:13]=2[CH3:18])=[CH:3]1.Cl.[NH2:34][OH:35].C([O-])(O)=O.[Na+]>>[OH:35]/[N:34]=[C:9](/[C:4]1[CH:5]=[CH:6][C:7](=[O:8])[N:2]([CH3:1])[CH:3]=1)\[CH2:10][CH:11]([C:19]1[CH:31]=[CH:30][C:22]([C:23]([NH:25][CH2:26][C:27]([OH:29])=[O:28])=[O:24])=[CH:21][CH:20]=1)[C:12]1[CH:17]=[CH:16][CH:15]=[CH:14][C:13]=1[CH3:18] |f:1.2,3.4|. Reported procedure: In analogy to example 151, step 3, {4-[3-(1-methyl-6-oxo-1,6-dihydro-pyridin-3-yl)-3-oxo-1-o-tolyl-propyl]-benzoylamino}-acetic acid was reacted with hydroxylamine hydrochloride in the presence of NaHCO3 to give the title compound containing less than 10% of the corresponding Z isomer as a colorless solid, MS (ESI−): m/z=446.3 [M−H]−. Starting materials: CCCCNCCCC, CCCCCC, CCOCC, ClP(Cl)Cl. Product: CCCCNCCCC, Cl. Reaction SMILES: [CH2:5]([CH2:6][CH2:7][CH3:8])[NH:9][CH2:10][CH2:11][CH2:12][CH3:13].[CH3:14][CH2:15][CH2:16][CH2:17][CH2:18][CH3:19].[CH3:20][CH2:21][O:22][CH2:23][CH3:24].[Cl:1][P:2]([Cl:3])[Cl:4]>>[CH2:5]([CH2:6][CH2:7][CH3:8])[NH:9][CH2:10][CH2:11][CH2:12][CH3:13].[ClH:1]. Starting materials: NC1=CC2=C(N(C=N2)C(CC(=O)OCC)C2=CC=CC=C2)C=C1 (ethyl 3-(5-amino-1H-benzimidazol-1-yl)-3-phenylpropanoate), COC1=C(C(=O)O)C(=CC=C1)OC (2,6-dimethoxybenzoic acid), Phase I. Product: COC1=C(C(=O)NC2=CC3=C(N(C=N3)C(CC(=O)O)C3=CC=CC=C3)C=C2)C(=CC=C1)OC (3-{5-[(2,6-Dimethoxybenzoyl)amino]-1H-benzimidazol-1-yl}-3-phenylpropanoic acid). Reaction SMILES: [NH2:1][C:2]1[CH:23]=[CH:22][C:5]2[N:6]([CH:9]([C:16]3[CH:21]=[CH:20][CH:19]=[CH:18][CH:17]=3)[CH2:10][C:11]([O:13]CC)=[O:12])[CH:7]=[N:8][C:4]=2[CH:3]=1.[CH3:24][O:25][C:26]1[CH:34]=[CH:33][CH:32]=[C:31]([O:35][CH3:36])[C:27]=1[C:28]([OH:30])=O>>[CH3:36][O:35][C:31]1[CH:32]=[CH:33][CH:34]=[C:26]([O:25][CH3:24])[C:27]=1[C:28]([NH:1][C:2]1[CH:23]=[CH:22][C:5]2[N:6]([CH:9]([C:16]3[CH:17]=[CH:18][CH:19]=[CH:20][CH:21]=3)[CH2:10][C:11]([OH:13])=[O:12])[CH:7]=[N:8][C:4]=2[CH:3]=1)=[O:30]. Procedure: Using the procedure of Preparation 21, the title compound (31 mg) was prepared from ethyl 3-(5-amino-1H-benzimidazol-1-yl)-3-phenylpropanoate and 2,6-dimethoxybenzoic acid. [LCMS (Method C, Mobile Phase I) RT=2.25 min, MH+ 446]. Starting materials: Br, COc1ccc(N(C(=O)CN2C(=O)C(NC(=O)OCc3ccccc3)N=C(c3cccnc3)c3ccccc32)C(C)C)cc1, CC(=O)O. Product: Br, COc1ccc(N(C(=O)CN2C(=O)C(N)N=C(c3cccnc3)c3ccccc32)C(C)C)cc1. RXN SMILES: [BrH:45].[CH2:1]([O:2][C:3](=[O:4])[NH:11][CH:12]1[N:13]=[C:14]([c:39]2[cH:40][n:41][cH:42][cH:43][cH:44]2)[c:15]2[c:16]([cH:35][cH:36][cH:37][cH:38]2)[N:17]([CH2:20][C:21](=[O:22])[N:23]([c:24]2[cH:25][cH:26][c:27]([O:30][CH3:31])[cH:28][cH:29]2)[CH:32]([CH3:33])[CH3:34])[C:18]1=[O:19])[c:5]1[cH:6][cH:7][cH:8][cH:9][cH:10]1.[CH3:46][C:47](=[O:48])[OH:49]>>[BrH:45].[NH2:11][CH:12]1[N:13]=[C:14]([c:39]2[cH:40][n:41][cH:42][cH:43][cH:44]2)[c:15]2[c:16]([cH:35][cH:36][cH:37][cH:38]2)[N:17]([CH2:20][C:21](=[O:22])[N:23]([c:24]2[cH:25][cH:26][c:27]([O:30][CH3:31])[cH:28][cH:29]2)[CH:32]([CH3:33])[CH3:34])[C:18]1=[O:19]. Starting materials: C(C)N1N=CC=2C1=NC(=C(C2NC2CCOCC2)CN(C(=O)C2(CC2)C(=O)N)CC=2C=C(C(=CC2)C)C2=CC(=CC=C2)C=O)CC (N1-{[1,6-diethyl-4-(tetrahydro-2H-pyran-4-ylamino)-1H-pyrazolo[3,4-b]pyridin-5-yl]methyl}-N1-[(3′-formyl-6-methyl-3-biphenylyl)methyl]-1,1-cyclopropanedicarboxamide), C(=O)(OC(C)(C)C)N1C[C@@H](NCC1)C ((S)-4-N-Boc-2-methyl piperazine), C(C)(=O)O[BH-](OC(C)=O)OC(C)=O.[Na+] (sodium triacetoxyborohydride), C(C)(=O)O (acetic acid). Run in C(Cl)Cl (DCM), C(=O)(C(F)(F)F)O (TFA), C(Cl)Cl (DCM). Run at time 8 hour. Product: C(C)N1N=CC=2C1=NC(=C(C2NC2CCOCC2)CN(C(=O)C2(CC2)C(=O)N)CC=2C=C(C(=CC2)C)C2=CC(=CC=C2)CN2[C@@H](CNCC2)C)CC (N1-{[1,6-diethyl-4-(tetrahydro-2H-pyran-4-ylamino)-1H-pyrazolo[3,4-b]pyridin-5-yl]methyl}-N1-[(6-methyl-3′-{[(2R)-2-methyl-1-piperazinyl]methyl}-3-biphenylyl)methyl]-1,1-cyclopropanedicarboxamide). Yield: 41.8%. Reaction SMILES: [CH2:1]([N:3]1[C:7]2=[N:8][C:9]([CH2:45][CH3:46])=[C:10]([CH2:19][N:20]([CH2:29][C:30]3[CH:31]=[C:32]([C:37]4[CH:42]=[CH:41][CH:40]=[C:39]([CH:43]=O)[CH:38]=4)[C:33]([CH3:36])=[CH:34][CH:35]=3)[C:21]([C:23]3([C:26]([NH2:28])=[O:27])[CH2:25][CH2:24]3)=[O:22])[C:11]([NH:12][CH:13]3[CH2:18][CH2:17][O:16][CH2:15][CH2:14]3)=[C:6]2[CH:5]=[N:4]1)[CH3:2].C([N:54]1[CH2:59][CH2:58][NH:57][C@@H:56]([CH3:60])[CH2:55]1)(OC(C)(C)C)=O.C(O[BH-](OC(=O)C)OC(=O)C)(=O)C.[Na+].C(O)(=O)C>C(Cl)Cl.C(O)(C(F)(F)F)=O>[CH2:1]([N:3]1[C:7]2=[N:8][C:9]([CH2:45][CH3:46])=[C:10]([CH2:19][N:20]([CH2:29][C:30]3[CH:31]=[C:32]([C:37]4[CH:42]=[CH:41][CH:40]=[C:39]([CH2:43][N:57]5[CH2:58][CH2:59][NH:54][CH2:55][C@H:56]5[CH3:60])[CH:38]=4)[C:33]([CH3:36])=[CH:34][CH:35]=3)[C:21]([C:23]3([C:26]([NH2:28])=[O:27])[CH2:25][CH2:24]3)=[O:22])[C:11]([NH:12][CH:13]3[CH2:18][CH2:17][O:16][CH2:15][CH2:14]3)=[C:6]2[CH:5]=[N:4]1)[CH3:2] |f:2.3|. Procedure details: A mixture of N1-{[1,6-diethyl-4-(tetrahydro-2H-pyran-4-ylamino)-1H-pyrazolo[3,4-b]pyridin-5-yl]methyl}-N1-[(3′-formyl-6-methyl-3-biphenylyl)methyl]-1,1-cyclopropanedicarboxamide (55 mg, 0.088 mmol), (S)-4-N-Boc-2-methyl piperazine (17.69 mg, 0.088 mmol), sodium triacetoxyborohydride (37.4 mg, 0.177 mmol) and acetic acid (6.07 μL, 0.106 mmol) in DCM (2 mL) was stirred at room temperature overnight. The reaction mixture was quenched with saturated NaHCO3 and extracted with DCM twice. The combined ...